From a dataset of the Open Reaction Database (ORD), a public repository of structured organic reaction records. describe an organic reaction: reactants, conditions, products, and yield The reactants are O=C([O-])[O-], COC(=O)c1c[nH]cc1C, CN(C)C=O, I[Cu]I, Ic1ccccc1, [K+], [K+], O=C(O)C1CCCN1. Yields the product COC(=O)c1cn(-c2ccccc2)cc1C. As a reaction SMILES: [C:18](=[O:19])([O-:20])[O-:21].[CH3:1][c:2]1[c:3]([C:7](=[O:8])[O:9][CH3:10])[cH:4][nH:5][cH:6]1.[CH3:32][N:33]([CH3:34])[CH:35]=[O:36].[Cu:37]([I:38])[I:39].[I:11][c:12]1[cH:13][cH:14][cH:15][cH:16][cH:17]1.[K+:22].[K+:23].[OH:24][C:25]([CH:26]1[NH:27][CH2:28][CH2:29][CH2:30]1)=[O:31]>>[CH3:1][c:2]1[c:3]([C:7](=[O:8])[O:9][CH3:10])[cH:4][n:5](-[c:12]2[cH:13][cH:14][cH:15][cH:16][cH:17]2)[cH:6]1. Starting materials: C(C)(C)NC(C)C.[Li] (lithium diisopropylamine), C1(=CC=CC=C1)CC(=O)OC (methyl phenylacetate), BrCC1CCC1 (bromomethyl cyclobutane), [Li+].[I-] (LiI). Solvent: O1CCCC1 (tetrahydrofuran), O1CCCC1 (tetrahydrofuran), CN(P(N(C)C)(N(C)C)=O)C (hexamethylphosphoric triamide). Run at temperature 0 celsius, time 1 hour. Product: C1(CCC1)CC(C(=O)OC)C1=CC=CC=C1 (Methyl 3-cyclobutyl-2-phenylpropanoate). Reaction SMILES: C(NC(C)C)(C)C.[Li].[C:9]1([CH2:15][C:16]([O:18][CH3:19])=[O:17])[CH:14]=[CH:13][CH:12]=[CH:11][CH:10]=1.Br[CH2:21][CH:22]1[CH2:25][CH2:24][CH2:23]1.[Li+].[I-]>O1CCCC1.CN(C)P(=O)(N(C)C)N(C)C>[CH:22]1([CH2:21][CH:15]([C:9]2[CH:14]=[CH:13][CH:12]=[CH:11][CH:10]=2)[C:16]([O:18][CH3:19])=[O:17])[CH2:25][CH2:24][CH2:23]1 |f:0.1,4.5,^1:7|. Procedure: To a stirring solution of freshly prepared lithium diisopropylamine (76.5 mmol) in 500 mL of tetrahydrofuran at 0° C. was added methyl phenylacetate (10.44 g, 69.50 mmol) in 125 mL tetrahydrofuran dropwise over 30 minutes. After stirring at 0° C. for 1 hour the reaction mixture was cooled to −78° C. and treated with 50 mL of hexamethylphosphoric triamide followed by the dropwise addition of bromomethyl cyclobutane (9.37 mL, 83.4 mmol) and LiI (200 mg). The reaction mixture was stirred for 18 hou... Reactants: NC=1C=C(C=CC1Cl)NC(C1=CN=C(C=C1)Cl)=O (N-(3-amino-4-chlorophenyl)-6-chloronicotinamide), ClC1=CC=C(C(=O)O)C=C1 (4-chlorobenzoic acid). Product: ClC1=NC=C(C(=O)NC2=CC(=C(C=C2)Cl)NC(C2=CC=C(C=C2)Cl)=O)C=C1 (6-chloro-N-(4-chloro-3-(4-chlorobenzamido)phenyl)nicotinamide). RXN SMILES: [NH2:1][C:2]1[CH:3]=[C:4]([NH:9][C:10](=[O:18])[C:11]2[CH:16]=[CH:15][C:14]([Cl:17])=[N:13][CH:12]=2)[CH:5]=[CH:6][C:7]=1[Cl:8].[Cl:19][C:20]1[CH:28]=[CH:27][C:23]([C:24](O)=[O:25])=[CH:22][CH:21]=1>>[Cl:17][C:14]1[CH:15]=[CH:16][C:11]([C:10]([NH:9][C:4]2[CH:5]=[CH:6][C:7]([Cl:8])=[C:2]([NH:1][C:24](=[O:25])[C:23]3[CH:27]=[CH:28][C:20]([Cl:19])=[CH:21][CH:22]=3)[CH:3]=2)=[O:18])=[CH:12][N:13]=1. Procedure: N-(3-amino-4-chlorophenyl)-6-chloronicotinamide (0.71 mmol) was used in general procedure 2 with 4-chlorobenzoic acid (0.78 mmol). The product was purified by RP-HPLC to give 6-chloro-N-(4-chloro-3-(4-chlorobenzamido)phenyl)nicotinamide. MS (Q1) 419.8 (M)+ Reactants: FC(C=1C=C(C=C(C1)C(F)(F)F)[C@@H]1[C@@H](N(C(O1)=O)CC1=NC(=NC=C1Br)SC)C)(F)F ((4S,5R)-5-[3,5-bis(trifluoromethyl)phenyl]-3-{[5-bromo-2-(methylsulfanyl)pyrimidin-4-yl]methyl}-4-methyl-1,3-oxazolidin-2-one), NC=1C=C(C=CC1F)B(O)O (3-amino-4-fluoro phenylboronic acid), C(=O)([O-])[O-].[Na+].[Na+] (Na2CO3). Reagents/catalysts: C=1C=CC(=CC1)[P](C=2C=CC=CC2)(C=3C=CC=CC3)[Pd]([P](C=4C=CC=CC4)(C=5C=CC=CC5)C=6C=CC=CC6)([P](C=7C=CC=CC7)(C=8C=CC=CC8)C=9C=CC=CC9)[P](C=1C=CC=CC1)(C=1C=CC=CC1)C=1C=CC=CC1 (Pd(PPh3)4). Run in C1(=CC=CC=C1)C.CCO.O (toluene EtOH water). Reaction conditions: temperature 80 celsius, time 1 hour. Product: NC=1C=C(C=CC1F)C=1C(=NC(=NC1)SC)CN1C(O[C@@H]([C@@H]1C)C1=CC(=CC(=C1)C(F)(F)F)C(F)(F)F)=O ((4S,5R)-3-{[5-(3-amino-4-fluorophenyl)-2-(methylsulfanyl)pyrimidin-4-yl]methyl}-5-[3,5-bis(trifluoromethyl)phenyl]-4-methyl-1,3-oxazolidin-2-one). Reaction SMILES: [F:1][C:2]([F:31])([F:30])[C:3]1[CH:4]=[C:5]([C@H:13]2[O:17][C:16](=[O:18])[N:15]([CH2:19][C:20]3[C:25](Br)=[CH:24][N:23]=[C:22]([S:27][CH3:28])[N:21]=3)[C@H:14]2[CH3:29])[CH:6]=[C:7]([C:9]([F:12])([F:11])[F:10])[CH:8]=1.[NH2:32][C:33]1[CH:34]=[C:35](B(O)O)[CH:36]=[CH:37][C:38]=1[F:39].C([O-])([O-])=O.[Na+].[Na+]>C1(C)C=CC=CC=1.CCO.O.C1C=CC([P]([Pd]([P](C2C=CC=CC=2)(C2C=CC=CC=2)C2C=CC=CC=2)([P](C2C=CC=CC=2)(C2C=CC=CC=2)C2C=CC=CC=2)[P](C2C=CC=CC=2)(C2C=CC=CC=2)C2C=CC=CC=2)(C2C=CC=CC=2)C2C=CC=CC=2)=CC=1>[NH2:32][C:33]1[CH:34]=[C:35]([C:25]2[C:20]([CH2:19][N:15]3[C@@H:14]([CH3:29])[C@@H:13]([C:5]4[CH:4]=[C:3]([C:2]([F:31])([F:30])[F:1])[CH:8]=[C:7]([C:9]([F:12])([F:11])[F:10])[CH:6]=4)[O:17][C:16]3=[O:18])=[N:21][C:22]([S:27][CH3:28])=[N:23][CH:24]=2)[CH:36]=[CH:37][C:38]=1[F:39] |f:2.3.4,5.6.7,^1:63,65,84,103|. Reported procedure: A mixture of the Intermediate 45 (2.0 g, 3.77 mmol), 3-amino-4-fluoro phenylboronic acid (0.92 g, 5.94 mmol), Na2CO3 (0.88 g, 8.3 mmol) and catalytic amount of Pd(PPh3)4 in a mixture of toluene/EtOH/water (4:2:1) (28 mL) was stirred at 80° C. for 1 h. The mixture was cooled, and the solvents were removed. Water (5 mL) was added and the mixture was extracted with dichloromethane (3×5 mL). The combined organic fractions were washed with brine (5 mL), dried (Na2SO4), filtered and the solvent was ev... Reactants: CC(C)(C)OC(=O)N1CC=CC1, ClC(Cl)Cl, O=C(OO)c1cccc(Cl)c1. Product: CC(C)(C)OC(=O)N1CC2OC2C1. As a reaction SMILES: [C:12]([CH3:13])([CH3:14])([CH3:15])[O:16][C:17](=[O:18])[N:19]1[CH2:20][CH:21]=[CH:22][CH2:23]1.[CH:24]([Cl:25])([Cl:26])[Cl:27].[Cl:1][c:2]1[cH:3][cH:4][cH:5][c:6]([C:7]([O:8][OH:10])=[O:9])[cH:11]1>>[O:9]1[CH:21]2[CH2:20][N:19]([C:17]([O:16][C:12]([CH3:13])([CH3:14])[CH3:15])=[O:18])[CH2:23][CH:22]12. Starting materials: C[Si](CCOCN1C=CC2=C1C=NC=C2C#N)(C)C (1-((2-(trimethylsilyl)ethoxy)methyl)-1H-pyrrolo[2,3-c]pyridine-4-carbonitrile). The reagents and catalysts are [Ni] (Raney nickel). Run in N.CO (NH3 MeOH). Conditions: time 3 hour. The product is C[Si](CCOCN1C=CC=2C1=CN=CC2CN)(C)C ((1-((2-(trimethylsilyl)ethoxy)methyl)-1H-pyrrolo[2,3-c]pyridin-4-yl)methanamine). Yield: 97.0%. As a reaction SMILES: [CH3:1][Si:2]([CH3:19])([CH3:18])[CH2:3][CH2:4][O:5][CH2:6][N:7]1[C:11]2[CH:12]=[N:13][CH:14]=[C:15]([C:16]#[N:17])[C:10]=2[CH:9]=[CH:8]1>[Ni].N.CO>[CH3:1][Si:2]([CH3:19])([CH3:18])[CH2:3][CH2:4][O:5][CH2:6][N:7]1[C:11]2=[CH:12][N:13]=[CH:14][C:15]([CH2:16][NH2:17])=[C:10]2[CH:9]=[CH:8]1 |f:2.3|. Procedure: To a solution of 1-((2-(trimethylsilyl)ethoxy)methyl)-1H-pyrrolo[2,3-c]pyridine-4-carbonitrile (683 mg, 2.5 mmol) in a solution of NH3/MeOH (7 N, 20 mL) was added Raney nickel (300 mg). The mixture was stirred under hydrogen for 3 h. The reaction mixture was filtered and the filtrate concentrated under reduced pressure to afford 673 mg (97.1%) of (1-((2-(trimethylsilyl)ethoxy)methyl)-1H-pyrrolo[2,3-c]pyridin-4-yl)methanamine as a yellow oil. MS (ESI): m/z=278.1 [M+1]+. The product is Cc1cccc(-c2nc(Cl)cc(-c3cncc(-c4ccc(C(=O)N5CCN(C(C)C)CC5)cc4)c3)n2)n1. The reactants are CC(C)N1CCN(C(=O)c2ccc(-c3cncc(B4OC(C)(C)C(C)(C)O4)c3)cc2)CC1, Cc1cccc(-c2nc(Cl)cc(Cl)n2)n1. RXN SMILES: [CH:16]([CH3:17])([CH3:18])[N:19]1[CH2:20][CH2:21][N:22]([C:25](=[O:26])[c:27]2[cH:28][cH:29][c:30](-[c:33]3[cH:34][n:35][cH:36][c:37]([B:39]4[O:40][C:41]([CH3:42])([CH3:43])[C:44]([CH3:45])([CH3:46])[O:47]4)[cH:38]3)[cH:31][cH:32]2)[CH2:23][CH2:24]1.[Cl:1][c:2]1[n:3][c:4](-[c:9]2[n:10][c:11]([CH3:15])[cH:12][cH:13][cH:14]2)[n:5][c:6]([Cl:8])[cH:7]1>>[c:2]1(-[c:37]2[cH:36][n:35][cH:34][c:33](-[c:30]3[cH:29][cH:28][c:27]([C:25]([N:22]4[CH2:21][CH2:20][N:19]([CH:16]([CH3:17])[CH3:18])[CH2:24][CH2:23]4)=[O:26])[cH:32][cH:31]3)[cH:38]2)[n:3][c:4](-[c:9]2[n:10][c:11]([CH3:15])[cH:12][cH:13][cH:14]2)[n:5][c:6]([Cl:8])[cH:7]1. The reactants are C([O-])(O)=O.[Na+] (sodium bicarbonate), C(C)N(CC)S(F)(F)F (diethylaminosulfur trifluoride), C1(=CC=CC=C1)COC(=O)N1CCC(CC1)(C1=C(C=C(C=C1)NC(=O)OCC1=CC=CC=C1)F)O (4-Hydroxy-4-[2-fluoro-4-[[(phenylmethoxy)carbonyl]amino]phenyl]-1-piperidinecarboxylic acid phenylmethyl ester). The solvent is O (water), C(Cl)Cl (methylene chloride), C(Cl)Cl (methylene chloride). Reaction conditions: temperature -78 celsius, time 30 minute. Yields the product C1(=CC=CC=C1)COC(=O)N1CCC(CC1)(C1=C(C=C(C=C1)NC(=O)OCC1=CC=CC=C1)F)F (4-Fluoro-4-[4-[[(phenylmethoxy)carbonyl]amino]-2-fluorophenyl]-1-piperidinecarboxylic acid phenylmethyl ester). As a reaction SMILES: C(N(S(F)(F)[F:7])CC)C.[C:10]1([CH2:16][O:17][C:18]([N:20]2[CH2:25][CH2:24][C:23](O)([C:26]3[CH:31]=[CH:30][C:29]([NH:32][C:33]([O:35][CH2:36][C:37]4[CH:42]=[CH:41][CH:40]=[CH:39][CH:38]=4)=[O:34])=[CH:28][C:27]=3[F:43])[CH2:22][CH2:21]2)=[O:19])[CH:15]=[CH:14][CH:13]=[CH:12][CH:11]=1.C(=O)(O)[O-].[Na+]>C(Cl)Cl.O>[C:10]1([CH2:16][O:17][C:18]([N:20]2[CH2:25][CH2:24][C:23]([F:7])([C:26]3[CH:31]=[CH:30][C:29]([NH:32][C:33]([O:35][CH2:36][C:37]4[CH:42]=[CH:41][CH:40]=[CH:39][CH:38]=4)=[O:34])=[CH:28][C:27]=3[F:43])[CH2:22][CH2:21]2)=[O:19])[CH:15]=[CH:14][CH:13]=[CH:12][CH:11]=1 |f:2.3|. Procedure details: To a solution of diethylaminosulfur trifluoride (DAST, 0.65 mL) in dry methylene chloride (49 mL) at −78° C. under N2 is added a solution of 4-hydroxy-4-[4-[[(phenylmethoxy)carbonyl]amino]-2-fluorophenyl]-1-piperidinecarboxylic acid phenylmethyl ester (EXAMPLE 74, Step 1, 2.25 g) in dry methylene chloride (47 mL) over 2 mins. The resulting mixture is stirred at −78° C. for 1 hr and at ambient temperature for 30 mins and is then adjusted to pH 8 with saturated aqueous sodium bicarbonate (50 mL), ... Starting materials: CC1=NN=C(S1)N=C=O (5-methyl-1,3,4-thiadiazol-2-yl isocyanate), dimethyl acetal, CNCCC=O (3-methylaminopropionaldehyde). Solvent: C1=CC=CC=C1 (benzene), C1=CC=CC=C1 (benzene). Product: dimethyl acetal, CN(C(=O)NC=1SC(=NN1)C)CCC=O (3-[1-methyl-3-(5-methyl-1,3,4-thiadiazol-2-yl)ureido]propionaldehyde). RXN SMILES: [CH3:1][C:2]1[S:6][C:5]([N:7]=[C:8]=[O:9])=[N:4][N:3]=1.[CH3:10][NH:11][CH2:12][CH2:13][CH:14]=[O:15]>C1C=CC=CC=1>[CH3:10][N:11]([CH2:12][CH2:13][CH:14]=[O:15])[C:8]([NH:7][C:5]1[S:6][C:2]([CH3:1])=[N:3][N:4]=1)=[O:9]. Procedure: A mixture of 5-methyl-1,3,4-thiadiazol-2-yl isocyanate dimer (0.05 mole), the dimethyl acetal of 3-methylaminopropionaldehyde (0.1 mole) and benzene (60 ml) are charged into a glass reaction vessel equipped with a mechanical stirrer and reflux condenser. The reaction mixture is heated at reflux for a period of about 15 minutes. After this time the mixture is stripped of benzene under reduced pressure to yield a solid product as the residue. The residue is then recrystallized to yield the desired... The reactants are COc1ccc2c(OCCn3cc(Br)ccc3=O)ccnc2c1, O=C([O-])[O-], Cc1ccccc1, ClCCl, [Cs+], [Cs+], [Cu]I, NC(=O)c1ccccc1, [Na+], O=C([O-])O. Product: COc1ccc2c(OCCn3cc(NC(=O)c4ccccc4)ccc3=O)ccnc2c1. RXN SMILES: [Br:1][c:2]1[cH:3][cH:4][c:5](=[O:23])[n:6]([CH2:8][CH2:9][O:10][c:11]2[cH:12][cH:13][n:14][c:15]3[cH:16][c:17]([O:21][CH3:22])[cH:18][cH:19][c:20]23)[cH:7]1.[C:33](=[O:34])([O-:35])[O-:36].[CH3:44][c:45]1[cH:46][cH:47][cH:48][cH:49][cH:50]1.[Cl:53][CH2:54][Cl:55].[Cs+:37].[Cs+:38].[Cu:51][I:52].[NH2:24][C:25](=[O:26])[c:27]1[cH:28][cH:29][cH:30][cH:31][cH:32]1.[Na+:43].[O-:39][C:40]([OH:41])=[O:42]>>[c:2]1([NH:24][C:25](=[O:26])[c:27]2[cH:28][cH:29][cH:30][cH:31][cH:32]2)[cH:3][cH:4][c:5](=[O:23])[n:6]([CH2:8][CH2:9][O:10][c:11]2[cH:12][cH:13][n:14][c:15]3[cH:16][c:17]([O:21][CH3:22])[cH:18][cH:19][c:20]23)[cH:7]1.